Dataset: the Open Reaction Database (ORD), a public repository of structured organic reaction records. Task: describe an organic reaction: reactants, conditions, products, and yield Starting materials: [OH-].[Na+] (sodium hydroxide), O=CC1=CC(OC)=C(O)C=C1 (Vanillin), ClCC(CCl)O (1,3-dichloro-2-propanol). Solvent: O (water). Product: OC(COC1=C(C=C(C=O)C=C1)OC)COC1=C(C=C(C=O)C=C1)OC (4,4'-[(2-hydroxy-1,3-propanediyl)bis(oxy)]bis[3-methoxybenzaldehyde]). RXN SMILES: [O:1]=[CH:2][C:3]1[CH:11]=[CH:10][C:8]([OH:9])=[C:5]([O:6][CH3:7])[CH:4]=1.[OH-:12].[Na+].Cl[CH2:15][CH:16]([OH:19])[CH2:17]Cl>O>[OH:19][CH:16]([CH2:17][O:12][C:8]1[CH:10]=[CH:11][C:3]([CH:2]=[O:1])=[CH:4][C:5]=1[O:6][CH3:7])[CH2:15][O:9][C:8]1[CH:10]=[CH:11][C:3]([CH:2]=[O:1])=[CH:4][C:5]=1[O:6][CH3:7] |f:1.2|. Procedure: Vanillin (91.2 g, 0.60 mol) is dissolved in water (500 mL) containing sodium hydroxide (24.0 g). To this solution is added 1,3-dichloro-2-propanol (38.7 g, 0.30 mol) and the reaction mixture is stirred and heated at reflux for 8 hours. Upon cooling to room temperature the product crystallizes and is collected by filtration, washed with water and dried. The crude product is recrystallized from 2 L ethanol, filtered, washed with ethanol and air dried. The purified product, 4,4'-[(2-hydroxy-1,3-pro... Reactants: [BH4-], COc1cc(C=O)ccc1OCc1sc(-c2ccccc2)nc1C, [Na+], C1CCOC1, O. The product is COc1cc(CO)ccc1OCc1sc(-c2ccccc2)nc1C. Reaction SMILES: [BH4-:25].[CH3:1][O:2][c:3]1[cH:4][c:5]([CH:6]=[O:7])[cH:8][cH:9][c:10]1[O:11][CH2:12][c:13]1[c:14]([CH3:24])[n:15][c:16](-[c:18]2[cH:19][cH:20][cH:21][cH:22][cH:23]2)[s:17]1.[Na+:26].[O:28]1[CH2:29][CH2:30][CH2:31][CH2:32]1.[OH2:27]>>[CH3:1][O:2][c:3]1[cH:4][c:5]([CH2:6][OH:7])[cH:8][cH:9][c:10]1[O:11][CH2:12][c:13]1[c:14]([CH3:24])[n:15][c:16](-[c:18]2[cH:19][cH:20][cH:21][cH:22][cH:23]2)[s:17]1. Starting materials: COC(N(C)C)OC (N,N-Dimethylformamide dimethylacetal), FC1=CC=C(C=C1)CC(CC(=O)OCC)=O (ethyl 4-(4-fluorophenyl)-3-oxobutanoate), C(C)(=O)OCCCC (n-butyl acetate). Reaction conditions: temperature 90 celsius, time 5 hour. The product is C(C)N1C=C(C(C(=C1)C1=CC=C(C=C1)F)=O)C(=O)OCC (Ethyl 1-ethyl-5-(4-fluorophenyl)-4-oxo-1,4-dihydropyridine-3-carboxylate). RXN SMILES: CO[CH:3](OC)[N:4]([CH3:6])[CH3:5].[F:9][C:10]1[CH:15]=[CH:14][C:13]([CH2:16][C:17](=[O:24])[CH2:18][C:19]([O:21][CH2:22][CH3:23])=[O:20])=[CH:12][CH:11]=1.[C:25](OCCCC)(=O)C>>[CH2:6]([N:4]1[CH:3]=[C:16]([C:13]2[CH:12]=[CH:11][C:10]([F:9])=[CH:15][CH:14]=2)[C:17](=[O:24])[C:18]([C:19]([O:21][CH2:22][CH3:23])=[O:20])=[CH:5]1)[CH3:25]. Reported procedure: N,N-Dimethylformamide dimethylacetal (3.9 ml) was added to a solution of ethyl 4-(4-fluorophenyl)-3-oxobutanoate (1310 mg) in n-butyl acetate (15 ml) at room temperature, and the mixture was stirred at 90° C. for five hours. The solvent was distilled off under reduced pressure, and ethanol (20 ml) was added, followed by addition of ethylamine (2 M solution in THF, 4.4 ml). After stirring at 60° C. for two hours, ethylamine (2 M solution in THF, 3.0 ml) was added and the mixture was further stirr... Reactants: C(C1=CC=CC=C1)OC=1C=C(C=C(C1)C(O)(C)C)C(O)(C)C (5-benzyloxy-α,α,α′,α′-tetramethyl-1,3-benzenedimethanol), C(C1=CC=CC=C1)OC=1C=C(C=C(C1)C(O)(CCC)CCC)C(O)(CCC)CCC (5benzyloxy-α,α,α′,α′-tetrapropyl-1,3-benzenedimethanol). The product is C(CC)C(CCC)C=1C=C(C=C(C1)C(CCC)CCC)O (3,5-bis(1-propylbutyl)phenol). As a reaction SMILES: C(OC1C=C(C(C)(C)O)C=C(C(C)(C)O)C=1)C1C=CC=CC=1.C([O:30][C:31]1[CH:32]=[C:33]([C:45]([CH2:50][CH2:51][CH3:52])([CH2:47][CH2:48][CH3:49])O)[CH:34]=[C:35]([C:37]([CH2:42][CH2:43][CH3:44])([CH2:39][CH2:40][CH3:41])O)[CH:36]=1)C1C=CC=CC=1>>[CH2:47]([CH:45]([C:33]1[CH:32]=[C:31]([OH:30])[CH:36]=[C:35]([CH:37]([CH2:39][CH2:40][CH3:41])[CH2:42][CH2:43][CH3:44])[CH:34]=1)[CH2:50][CH2:51][CH3:52])[CH2:48][CH3:49]. Procedure: The procedure (including reaction and treatment) of Example 2 was repeated, except that 5-benzyloxy-α,α,α′,α′-tetramethyl-1,3-benzenedimethanol was replaced by 5benzyloxy-α,α,α′,α′-tetrapropyl-1,3-benzenedimethanol, to thereby yield the above-described target as a pale yellow oil. IR(film)cm−1: 3348, 2957, 2929, 1617, 1595, 1502. 1H-NMR(CDCl3)δ: 0.83(12H,t,J=7.3 Hz), 1.08-1.22(8H,m), 1.41-1.60(8H,m), 2.42(2H,t,J=9.4,5.7 Hz), 4.59(1H,br.s), 6.42(2H,s), 6.48(1H,s). Reactants: 5(b), [Si](C)(C)(C(C)(C)C)OCC(C)N1C(OC(C1)COC1=CC=C(C=C1)OC)=O (3-(2-t-butyldimethylsilyloxy-1-methylethyl)-5-(4-methoxyphenoxymethyl)oxazolidin-2-one), [F-].C(CCC)[N+](CCCC)(CCCC)CCCC (tetrabutylammonium fluoride). Run in O1CCCC1 (tetrahydrofuran). Product: COC1=CC=C(OCC2CN(C(O2)=O)C(CO)C)C=C1 (2-[5-(4-Methoxyphenoxymethyl)-2-oxooxazolidin-3-yl]propanol). The yield is 111.0%. Reaction SMILES: [Si]([O:8][CH2:9][CH:10]([N:12]1[CH2:16][CH:15]([CH2:17][O:18][C:19]2[CH:24]=[CH:23][C:22]([O:25][CH3:26])=[CH:21][CH:20]=2)[O:14][C:13]1=[O:27])[CH3:11])(C(C)(C)C)(C)C.[F-].C([N+](CCCC)(CCCC)CCCC)CCC>O1CCCC1>[CH3:26][O:25][C:22]1[CH:21]=[CH:20][C:19]([O:18][CH2:17][CH:15]2[O:14][C:13](=[O:27])[N:12]([CH:10]([CH3:11])[CH2:9][OH:8])[CH2:16]2)=[CH:24][CH:23]=1 |f:1.2|. Reported procedure: A procedure similar to that described in Preparation 5(b) was repeated, except that 1.52 g of 3-(2-t-butyldimethylsilyloxy-1-methylethyl)-5-(4-methoxyphenoxymethyl)oxazolidin-2-one (less polar isomer), obtained as described in Preparation 76, 12 ml of tetrabutylammonium fluoride (26% w/v in tetrahydrofuran) and 10 ml of anhydrous tetrahydrofuran were used, to give 1.20 g of the title compound, melting at 80° C. to 88° C., from the less polar diastereomer. Starting materials: C1(CC1)CCNC(=O)C=1N=NC(=CC1)Cl (6-chloropyridazine-3-carboxylic acid (2-cyclopropylethyl)-amide), N1CCC(CC1)CO (4-piperidine methanol), N12CCCCCC2=NCCC1 (1,8-diazabicyclo[5.4.0]undec-7-ene). Reagents/catalysts: [Br-].C(CCC)[N+](CCCC)(CCCC)CCCC (tetrabutyl ammonium bromide). The solvent is O1CCOCC1 (1,4-dioxane). Yields the product C1(CC1)CCNC(=O)C=1N=NC(=CC1)N1CCC(CC1)CO (6-(4-HYDROXYMETHYLPIPERIDIN-1-YL)PYRIDAZINE-3-CARBOXYLIC ACID (2-CYCLOPROPYLETHYL)AMIDE). As a reaction SMILES: [CH:1]1([CH2:4][CH2:5][NH:6][C:7]([C:9]2[N:10]=[N:11][C:12](Cl)=[CH:13][CH:14]=2)=[O:8])[CH2:3][CH2:2]1.[NH:16]1[CH2:21][CH2:20][CH:19]([CH2:22][OH:23])[CH2:18][CH2:17]1.N12CCCN=C1CCCCC2>O1CCOCC1.[Br-].C([N+](CCCC)(CCCC)CCCC)CCC>[CH:1]1([CH2:4][CH2:5][NH:6][C:7]([C:9]2[N:10]=[N:11][C:12]([N:16]3[CH2:21][CH2:20][CH:19]([CH2:22][OH:23])[CH2:18][CH2:17]3)=[CH:13][CH:14]=2)=[O:8])[CH2:3][CH2:2]1 |f:4.5|. Reported procedure: To a stirred solution of 6-chloropyridazine-3-carboxylic acid (2-cyclopropylethyl)-amide (0.200 g, 0.90 mmol) in 1,4-dioxane (10 mL) was added 4-piperidine methanol (0.155 g, 1.40 mmol), 1,8-diazabicyclo[5.4.0]undec-7-ene (0.4 mL, 2.700 mmol) and tetrabutyl ammonium bromide (0.032 g, 0.10 mmol). The resulting mixture was stirred at reflux for 18 hours. 1,4-Dioxane was removed in vacuo and the obtained crude product was used without further purification.